From a dataset of the Open Reaction Database (ORD), a public repository of structured organic reaction records. describe an organic reaction: reactants, conditions, products, and yield Starting materials: C(C)OC(=O)C1=NC=CN=C1C (3-methyl-pyrazine-2-carboxylic acid ethyl ester), BrN1C(CCC1=O)=O (N-bromosuccinimide), N(=NC(C#N)(C)C)C(C#N)(C)C (2,2′-azobis(2-methylpropionitrile)). Solvent: C(Cl)(Cl)(Cl)Cl (carbon tetrachloride). Reaction conditions: time 1 hour. Yields the product C(C)OC(=O)C1=NC=CN=C1CBr (3-bromomethyl-pyrazine-2-carboxylic acid ethyl ester). As a reaction SMILES: [CH2:1]([O:3][C:4]([C:6]1[C:11]([CH3:12])=[N:10][CH:9]=[CH:8][N:7]=1)=[O:5])[CH3:2].[Br:13]N1C(=O)CCC1=O.N(C(C)(C)C#N)=NC(C)(C)C#N>C(Cl)(Cl)(Cl)Cl>[CH2:1]([O:3][C:4]([C:6]1[C:11]([CH2:12][Br:13])=[N:10][CH:9]=[CH:8][N:7]=1)=[O:5])[CH3:2]. Procedure details: A mixture of 3-methyl-pyrazine-2-carboxylic acid ethyl ester (Example 1.1) (0.5 g), N-bromosuccinimide (“NBS”) (0.536 g) and 2,2′-azobis(2-methylpropionitrile) (“AIBN”) (0.487 g) in carbon tetrachloride (2.5 ml) was heated to reflux. After 1 hour thin layer chromatography showed a mixture of starting material and the desired product. Further NBS (0.536 g) and AIBN (0.243 g) were added and the reaction mixture heated for a further 1 hour. The percentage of product increased and impurities began t...